Dataset: the Open Reaction Database (ORD), a public repository of structured organic reaction records. Task: describe an organic reaction: reactants, conditions, products, and yield Reactants: C(#C)C1=NNC2=CC=CC=C12 (3-Ethynyl-1H-indazole), N(=[N+]=[N-])C=1C=CC(=NC1)Cl (5-azido-2-chloropyridine), D-(−)-isoascorbic acid sodium salt. The reagents and catalysts are O.O.O.O.O.S(=O)(=O)([O-])[O-].[Cu+2] (copper sulfate pentahydrate). Run in O (water), O1CCOCC1 (1,4-dioxane). Reaction conditions: temperature 80 celsius. The product is ClC1=CC=C(C=N1)N1N=NC(=C1)C1=NNC2=CC=CC=C12 (3-[1-(6-chloropyridin-3-yl)-1H-1,2,3-triazol-4-yl]-1H-indazole). RXN SMILES: [C:1]([C:3]1[C:11]2[C:6](=[CH:7][CH:8]=[CH:9][CH:10]=2)[NH:5][N:4]=1)#[CH:2].[N:12]([C:15]1[CH:16]=[CH:17][C:18]([Cl:21])=[N:19][CH:20]=1)=[N+:13]=[N-:14]>O1CCOCC1.O.O.O.O.O.O.S([O-])([O-])(=O)=O.[Cu+2]>[Cl:21][C:18]1[N:19]=[CH:20][C:15]([N:12]2[CH:2]=[C:1]([C:3]3[C:11]4[C:6](=[CH:7][CH:8]=[CH:9][CH:10]=4)[NH:5][N:4]=3)[N:14]=[N:13]2)=[CH:16][CH:17]=1 |f:4.5.6.7.8.9.10|. Procedure: 3-Ethynyl-1H-indazole (249 mg; 1.75 mmol; 1.0 eq.) and 5-azido-2-chloropyridine (270 mg; 1.75 mmol; 1.0 eq.) were dissolved in 1,4-dioxane (11 mL). D-(−)-isoascorbic acid sodium salt (69 mg; 0.35 mmol; 0.2 eq.) was added followed by copper sulfate pentahydrate (17.5 mg; 0.07 mmol; 0.04 eq.) in water (3.7 mL) and the reaction mixture was heated at 80° C. for 2 days. The precipitate obtained was filtered, washed with water and EtOAc and dried under vacuum to afford the title compound as a beige po... Starting materials: NC=1N=C(C2=C(N1)N(C=C2)[C@H]2[C@](O)([C@H](O)[C@H](O2)CO)C)Cl (2-Amino-4-chloro-7-(2-C-methyl-β-D-ribofuranosyl)-7H-pyrrolo[2,3-d]pyrimidine), C1(CC1)N (cyclopropylamine). Product: NC=1N=C(C2=C(N1)N(C=C2)[C@H]2[C@](O)([C@H](O)[C@H](O2)CO)C)NC2CC2 (2-Amino-4-cyclopropylamino-7-(2-C-methyl-β-D-ribofuranosyl)-7H-pyrrolo[2,3-d]pyrimidine). RXN SMILES: [NH2:1][C:2]1[N:3]=[C:4](Cl)[C:5]2[CH:10]=[CH:9][N:8]([C@@H:11]3[O:17][C@H:16]([CH2:18][OH:19])[C@@H:14]([OH:15])[C@@:12]3([CH3:20])[OH:13])[C:6]=2[N:7]=1.[CH:22]1([NH2:25])[CH2:24][CH2:23]1>>[NH2:1][C:2]1[N:3]=[C:4]([NH:25][CH:22]2[CH2:24][CH2:23]2)[C:5]2[CH:10]=[CH:9][N:8]([C@@H:11]3[O:17][C@H:16]([CH2:18][OH:19])[C@@H:14]([OH:15])[C@@:12]3([CH3:20])[OH:13])[C:6]=2[N:7]=1. Procedure details: A solution of 2-amino-4-chloro-7-(2-C-methyl-θ-D-ribofuranosyl)-7H-pyrrolo[2,3-d]pyrimidine (Example 118, Step B) (21 mg, 0.07 mmol) in cyclopropylamine (0.5 mL) was heated at 70° C. for two days, then evaporated to an oily residue and purified on a silica gel column with CH2Cl2/MeOH, 20/1, as eluent to give the title compound as a white solid (17 mg). Reaction conditions: time 2 hour. Yield: 34.3%. Solvent: C(Cl)Cl (DCM). Reactants: Alloc-THP, COC1=CC2=C(N([C@H]([C@H]3N(C2=O)CCC3)OC3OCCCC3)C(=O)OCC=C)C=C1OCCCC(=O)NC1=CN(C(=C1)C(NC1=CC=C(C=C1)C1=CN(C(=C1)C(=O)OC)C)=O)C ((11S,11aS)-allyl 7-methoxy-8-(4-((5-((4-(5-(methoxycarbonyl)-1-methyl-1H-pyrrol-3-yl)phenyl)carbamoyl)-1-methyl-1H-pyrrol-3-yl)amino)-4-oxobutoxy)-5-oxo-11-((tetrahydro-2H-pyran-2-yl)oxy)-2,3,11,11a-tetrahydro-1H-benzo[e]pyrrolo[1,2-a][1,4]diazepine-10(5H)-carboxylate), N1CCCC1 (pyrrolidine), C1(=CC=CC=C1)P(C1=CC=CC=C1)C1=CC=CC=C1 (triphenylphosphine). Product: product, COC=1C(=CC2=C(C(N3[C@H](C=N2)CCC3)=O)C1)OCCCC(=O)NC=1C=C(N(C1)C)C(=O)NC1=CC=C(C=C1)C=1C=C(N(C1)C)C(=O)OC ((S)-methyl 4-(4-(4-(4-(7-methoxy-5-oxo-2,3,5,11a-tetrahydro-1H-pyrrolo[2,1-c][1,4]benzodiazepine-8-yloxy)butanamido)-1-methyl-1H-pyrrole-2-carboxamido)phenyl)-1-methyl-1H-pyrrole-2-carboxylate). RXN SMILES: [CH3:1][O:2][C:3]1[C:30]([O:31][CH2:32][CH2:33][CH2:34][C:35]([NH:37][C:38]2[CH:42]=[C:41]([C:43](=[O:61])[NH:44][C:45]3[CH:50]=[CH:49][C:48]([C:51]4[CH:55]=[C:54]([C:56]([O:58][CH3:59])=[O:57])[N:53]([CH3:60])[CH:52]=4)=[CH:47][CH:46]=3)[N:40]([CH3:62])[CH:39]=2)=[O:36])=[CH:29][C:6]2[N:7](C(OCC=C)=O)[C@@H:8](OC3CCCCO3)[C@@H:9]3[CH2:15][CH2:14][CH2:13][N:10]3[C:11](=[O:12])[C:5]=2[CH:4]=1.N1CCCC1.C1(P(C2C=CC=CC=2)C2C=CC=CC=2)C=CC=CC=1>C(Cl)Cl.C1(P(C2C=CC=CC=2)C2C=CC=CC=2)C=CC=CC=1.C1(P(C2C=CC=CC=2)C2C=CC=CC=2)C=CC=CC=1.C1(P(C2C=CC=CC=2)C2C=CC=CC=2)C=CC=CC=1.C1(P(C2C=CC=CC=2)C2C=CC=CC=2)C=CC=CC=1.[Pd]>[CH3:1][O:2][C:3]1[C:30]([O:31][CH2:32][CH2:33][CH2:34][C:35]([NH:37][C:38]2[CH:42]=[C:41]([C:43]([NH:44][C:45]3[CH:50]=[CH:49][C:48]([C:51]4[CH:55]=[C:54]([C:56]([O:58][CH3:59])=[O:57])[N:53]([CH3:60])[CH:52]=4)=[CH:47][CH:46]=3)=[O:61])[N:40]([CH3:62])[CH:39]=2)=[O:36])=[CH:29][C:6]2[N:7]=[CH:8][C@@H:9]3[CH2:15][CH2:14][CH2:13][N:10]3[C:11](=[O:12])[C:5]=2[CH:4]=1 |f:4.5.6.7.8|. The reagents and catalysts are C1(=CC=CC=C1)P(C1=CC=CC=C1)C1=CC=CC=C1.C1(=CC=CC=C1)P(C1=CC=CC=C1)C1=CC=CC=C1.C1(=CC=CC=C1)P(C1=CC=CC=C1)C1=CC=CC=C1.C1(=CC=CC=C1)P(C1=CC=CC=C1)C1=CC=CC=C1.[Pd] (Palladium tetrakis[triphenylphosphine]). Procedure: Palladium tetrakis[triphenylphosphine](12.17 mg, 10.5 μM, 0.05 equiv) was added to a solution of Alloc-THP-PBD conjugate 15e (179 mg, 0.21 mmol), pyrrolidine (17.91 mg, 0.25 mmol, 1.2 eq) and triphenylphosphine (13.81 mg, 0.25 equiv) in DCM (5 mL). The reaction mixture was stirred at room temperature for 2 h at which point TLC showed completion of reaction. Excess DCM was removed by rotary evaporation under reduced pressure and the resulting residue dried in vacuo to remove pyrrolidone. The prod... The reactants are CCCCCCn1cnc2c1c(=O)[nH]c(=O)n2C, COc1ccc(OCCCCCCBr)cc1. Yields the product CCCCCCn1cnc2c1c(=O)n(CCCCCCOc1ccc(OC)cc1)c(=O)n2C. RXN SMILES: [CH2:1]([CH2:2][CH2:3][CH2:4][CH2:5][CH3:6])[n:7]1[cH:8][n:9][c:10]2[n:11]([CH3:18])[c:12](=[O:17])[nH:13][c:14](=[O:16])[c:15]12.[CH3:19][O:20][c:21]1[cH:22][cH:23][c:24]([O:25][CH2:26][CH2:27][CH2:28][CH2:29][CH2:30][CH2:31][Br:32])[cH:33][cH:34]1>>[CH2:1]([CH2:2][CH2:3][CH2:4][CH2:5][CH3:6])[n:7]1[cH:8][n:9][c:10]2[n:11]([CH3:18])[c:12](=[O:17])[n:13]([CH2:31][CH2:30][CH2:29][CH2:28][CH2:27][CH2:26][O:25][c:24]3[cH:23][cH:22][c:21]([O:20][CH3:19])[cH:34][cH:33]3)[c:14](=[O:16])[c:15]12. Starting materials: C=1C=CN2C1CN(C1=C(C2)C=CC=C1)C(=O)C1=CC=C(C=C1)C(C)=O (1-[4-(5H,11H-pyrrolo[2,1-c][1,4]benzodiazepine-10-carbonyl)-phenyl]-ethanone), COC(C)(N(C)C)OC (dimethylacetamide dimethylacetal). Yields the product CN(C(=CC(=O)C1=CC=C(C=C1)C(=O)N1CC=2N(CC3=C1C=CC=C3)C=CC2)C)C (3-Dimethylamino-1-[4-(5H,11H-pyrrolo[2,1-c][1,4]benzodiazepine-10-carbonyl)-phenyl]-2-buten-1-one). As a reaction SMILES: [CH:1]1[CH:2]=[CH:3][N:4]2[CH2:10][C:9]3[CH:11]=[CH:12][CH:13]=[CH:14][C:8]=3[N:7]([C:15]([C:17]3[CH:22]=[CH:21][C:20]([C:23](=[O:25])[CH3:24])=[CH:19][CH:18]=3)=[O:16])[CH2:6][C:5]=12.CO[C:28](OC)([N:30]([CH3:32])[CH3:31])[CH3:29]>>[CH3:31][N:30]([CH3:32])[C:28]([CH3:29])=[CH:24][C:23]([C:20]1[CH:19]=[CH:18][C:17]([C:15]([N:7]2[C:8]3[CH:14]=[CH:13][CH:12]=[CH:11][C:9]=3[CH2:10][N:4]3[CH:3]=[CH:2][CH:1]=[C:5]3[CH2:6]2)=[O:16])=[CH:22][CH:21]=1)=[O:25]. Procedure details: A mixture of 1-[4-(5H,11H-pyrrolo[2,1-c][1,4]benzodiazepine-10-carbonyl)-phenyl]-ethanone (2.0 g) and dimethylacetamide dimethylacetal (15 ml) was refluxed in an inert atmosphere for 15 hours and the volatiles were removed at reduced pressure. The crude solid was dissolved in dichloromethane and filtered through a short column of hydrous sodium magnesium silicate followed by several volumes of dichloromethane. The combined eluant was concentrated and hexane was gradually added until crystallizat... Starting materials: C[N+]1(CCOCC1)[O-] (NMO), C(C=C)[C@@]1(C(N([C@@H]([C@H](C1)C1=CC(=CC=C1)Cl)C1=CC=C(C=C1)Cl)[C@H](CN1CCOCC1)CC)=O)C ((3S,5R,6S)-3Allyl-5-(3-chlorophenyl)-6-(4-chlorophenyl)-3-methyl-1-((S)-1-morpholinobutan-2-yl)piperidin-2-one), I(=O)(=O)(=O)[O-].[Na+] (Sodium periodate), C1CCOC1 (THF). The reagents and catalysts are [Os](=O)(=O)(=O)=O (osmium tetroxide), O (water), [Os](=O)(=O)(=O)=O (osmium tetroxide), [Os](=O)(=O)(=O)=O (osmium tetroxide). Solvent: C(C)(=O)OCC (ethyl acetate), O (water), O (water), CC(C)(C)O (t-BuOH), O (water), O (water). Conditions: time 16 hour. The product is ClC=1C=C(C=CC1)[C@H]1C[C@](C(N([C@@H]1C1=CC=C(C=C1)Cl)[C@H](CN1CCOCC1)CC)=O)(C)CC=O (2-((3R,5R,6S)-5-(3-Chlorophenyl)-6-(4-chlorophenyl)-3-methyl-1-((S)-1-morpholinobutan-2-yl)-2-oxopiperidin-3-yl)acetaldehyde). Reaction SMILES: [CH2:1]([C@@:4]1([CH3:35])[CH2:9][C@H:8]([C:10]2[CH:15]=[CH:14][CH:13]=[C:12]([Cl:16])[CH:11]=2)[C@@H:7]([C:17]2[CH:22]=[CH:21][C:20]([Cl:23])=[CH:19][CH:18]=2)[N:6]([C@@H:24]([CH2:32][CH3:33])[CH2:25][N:26]2[CH2:31][CH2:30][O:29][CH2:28][CH2:27]2)[C:5]1=[O:34])[CH:2]=C.C1C[O:39]CC1.C[N+]1([O-])CCOCC1.I([O-])(=O)(=O)=O.[Na+]>O.C(OCC)(=O)C.[Os](=O)(=O)(=O)=O.CC(O)(C)C>[Cl:16][C:12]1[CH:11]=[C:10]([C@@H:8]2[C@@H:7]([C:17]3[CH:22]=[CH:21][C:20]([Cl:23])=[CH:19][CH:18]=3)[N:6]([C@@H:24]([CH2:32][CH3:33])[CH2:25][N:26]3[CH2:31][CH2:30][O:29][CH2:28][CH2:27]3)[C:5](=[O:34])[C@:4]([CH2:1][CH:2]=[O:39])([CH3:35])[CH2:9]2)[CH:15]=[CH:14][CH:13]=1 |f:3.4|. Reported procedure: To a round-bottomed flask charged with (3S,5R,6S)-3-allyl-5-(3-chlorophenyl)-6-(4-chlorophenyl)-3-methyl-1-((S)-1-morpholinobutan-2-yl)piperidin-2-one (Example 91, Step D) (125 mg, 0.242 mmol) was added THF (2 mL). Approximately 1 mL water was added dropwise until the solution became and remained cloudy with gentle stirring. t-BuOH (0.350 mL) was added dropwise until the solution became homogeneous. NMO (42.6 mg, 0.364 mmol) was added followed by osmium tetroxide, 4 wt. %, in water (1 drop from ... The product is CCOc1cc(C(CC(=O)NOCc2ccccc2)N2C(=O)c3ccccc3C2=O)ccc1OC. Starting materials: CCOc1cc(C(CC(=O)O)N2C(=O)c3ccccc3C2=O)ccc1OC, NOCc1ccccc1, Cl, C1CCOC1. As a reaction SMILES: [CH2:1]([CH3:2])[O:3][c:4]1[cH:5][c:6]([CH:12]([CH2:13][C:14](=[O:15])[OH:16])[N:17]2[C:18](=[O:27])[c:19]3[c:20]([cH:23][cH:24][cH:25][cH:26]3)[C:21]2=[O:22])[cH:7][cH:8][c:9]1[O:10][CH3:11].[CH2:29]([c:30]1[cH:31][cH:32][cH:33][cH:34][cH:35]1)[O:36][NH2:37].[ClH:28].[O:38]1[CH2:39][CH2:40][CH2:41][CH2:42]1>>[CH2:1]([CH3:2])[O:3][c:4]1[cH:5][c:6]([CH:12]([CH2:13][C:14](=[O:15])[NH:37][O:36][CH2:29][c:30]2[cH:31][cH:32][cH:33][cH:34][cH:35]2)[N:17]2[C:18](=[O:27])[c:19]3[c:20]([cH:23][cH:24][cH:25][cH:26]3)[C:21]2=[O:22])[cH:7][cH:8][c:9]1[O:10][CH3:11].